The task is: describe an organic reaction: reactants, conditions, products, and yield. This data is from the Open Reaction Database (ORD), a public repository of structured organic reaction records. Reactants: O=C(NC(Cc1ccc(O)cc1)C(=O)O)OCc1ccccc1, CCOC(C)=O, C(=NC1CCCCC1)=NC1CCCCC1, CC(C)(C)OC(=O)COC1CCNCC1, O, O, O=C1CCC(=O)N1O. Product: CC(C)(C)OC(=O)COC1CCN(C(=O)C(Cc2ccc(O)cc2)NC(=O)OCc2ccccc2)CC1. Reaction SMILES: [CH2:3]([c:4]1[cH:5][cH:6][cH:7][cH:8][cH:9]1)[O:10][C:11](=[O:12])[NH:13][CH:14]([CH2:15][c:16]1[cH:17][cH:18][c:19]([OH:22])[cH:20][cH:21]1)[C:23](=[O:24])[OH:25].[CH3:64][CH2:65][O:66][C:67](=[O:68])[CH3:69].[CH:49]1([N:50]=[C:51]=[N:52][CH:53]2[CH2:54][CH2:55][CH2:56][CH2:57][CH2:58]2)[CH2:59][CH2:60][CH2:61][CH2:62][CH2:63]1.[NH:26]1[CH2:27][CH2:28][CH:29]([O:32][CH2:33][C:34](=[O:35])[O:36][C:37]([CH3:38])([CH3:39])[CH3:40])[CH2:30][CH2:31]1.[OH2:1].[OH2:2].[OH:41][N:42]1[C:43](=[O:44])[CH2:45][CH2:46][C:47]1=[O:48]>>[CH2:3]([c:4]1[cH:5][cH:6][cH:7][cH:8][cH:9]1)[O:10][C:11](=[O:12])[NH:13][CH:14]([CH2:15][c:16]1[cH:17][cH:18][c:19]([OH:22])[cH:20][cH:21]1)[C:23](=[O:25])[N:26]1[CH2:27][CH2:28][CH:29]([O:32][CH2:33][C:34](=[O:35])[O:36][C:37]([CH3:38])([CH3:39])[CH3:40])[CH2:30][CH2:31]1.